Dataset: the Open Reaction Database (ORD), a public repository of structured organic reaction records. Task: describe an organic reaction: reactants, conditions, products, and yield Reactants: C(C1=CC=CC=C1)OC=1C(C=C(OC1CO)CNS(=O)(=O)C1=C(C=CC=C1)C)=O (N-(5-Benzyloxy-6-hydroxymethyl-4-oxo-4H-pyran-2-ylmethyl)-2-methyl-benzenesulfonamide), C(C1=CC=CC=C1)OC=1C(C=C(OC1C=O)CNS(=O)(=O)C1=CC=CC=C1)=O (N-(5-benzyloxy-6-formyl-4-oxo-4H-pyran-2-ylmethyl)-benzene sulfonamide). Product: C(C1=CC=CC=C1)OC=1C(C=C(OC1C=O)CNS(=O)(=O)C1=C(C=CC=C1)C)=O (N-(5-Benzyloxy-6-formyl-4-oxo-4H-pyran-2-ylmethyl)-2-methyl-benzenesulfonamide). Yield: 66.9%. As a reaction SMILES: [CH2:1]([O:8][C:9]1[C:10](=[O:29])[CH:11]=[C:12]([CH2:17][NH:18][S:19]([C:22]2[CH:27]=[CH:26][CH:25]=[CH:24][C:23]=2[CH3:28])(=[O:21])=[O:20])[O:13][C:14]=1[CH2:15][OH:16])[C:2]1[CH:7]=[CH:6][CH:5]=[CH:4][CH:3]=1.C(OC1C(=O)C=C(CNS(C2C=CC=CC=2)(=O)=O)OC=1C=O)C1C=CC=CC=1>>[CH2:1]([O:8][C:9]1[C:10](=[O:29])[CH:11]=[C:12]([CH2:17][NH:18][S:19]([C:22]2[CH:27]=[CH:26][CH:25]=[CH:24][C:23]=2[CH3:28])(=[O:21])=[O:20])[O:13][C:14]=1[CH:15]=[O:16])[C:2]1[CH:3]=[CH:4][CH:5]=[CH:6][CH:7]=1. Procedure: N-(5-Benzyloxy-6-formyl-4-oxo-4H-pyran-2-ylmethyl)-2-methyl-benzenesulfonamide (11-02) (2.8 g, 66.92%) was synthesized as a white solid from N-(5-benzyloxy-6-hydroxymethyl-4-oxo-4H-pyran-2-ylmethyl)-2-methyl-benzenesulfonamide (10-02) (4.2 g, 10.12 mmol) following the procedure described for N-(5-benzyloxy-6-formyl-4-oxo-4H-pyran-2-ylmethyl)-benzenesulfonamide (11-01). Starting materials: FC(C1=CC=C(C=C1)C1=NC=CC(=N1)CO)(F)F ([2-(4-trifluoromethyl-phenyl)-pyrimidin-4-yl]-methanol), C(C)(C)N(CC)C(C)C (diisopropylethylamine), CS(=O)(=O)Cl (methanesulfonyl chloride). Solvent: C(Cl)Cl (CH2Cl2). Conditions: temperature 70 celsius, time 1 hour. The product is FC(C1=CC=C(C=C1)C1=NC=CC(=N1)CN)(F)F (C-[2-(4-Trifluoromethyl-phenyl)-pyrimidin-4-yl]-methylamine). RXN SMILES: [F:1][C:2]([F:18])([F:17])[C:3]1[CH:8]=[CH:7][C:6]([C:9]2[N:14]=[C:13]([CH2:15]O)[CH:12]=[CH:11][N:10]=2)=[CH:5][CH:4]=1.C([N:22](C(C)C)CC)(C)C.CS(Cl)(=O)=O>C(Cl)Cl>[F:1][C:2]([F:18])([F:17])[C:3]1[CH:8]=[CH:7][C:6]([C:9]2[N:14]=[C:13]([CH2:15][NH2:22])[CH:12]=[CH:11][N:10]=2)=[CH:5][CH:4]=1. Procedure details: To a solution of [2-(4-trifluoromethyl-phenyl)-pyrimidin-4-yl]-methanol (110 mg, 0.43 mmol), diisopropylethylamine (0.10 mL, 0.52 mmol), and CH2Cl2 (5 mL) was added methanesulfonyl chloride (37 μL, 0.47 mmol). After 1 h, the resulting solution was concentrated. The residue was re-dissolved in 7N NH3 in MeOH (10 mL) and heated to 70° C. in a sealed tube. After 1 h, the resulting solution was cooled, concentrated, and the residue was used crude (110 mg, 100%). MS (ESI): mass calcd. for C12H10F3N3,... Starting materials: CI (methyl iodide), CC1C(C2(CCCC2)C=CC1)C(=O)O (7-methylspiro[4.5]dec-9-ene-6-carboxylic acid), C(=O)([O-])[O-].[K+].[K+] (K2CO3), Cl (HCl). Run in CN(C)C=O (DMF). Reaction conditions: time 30 minute. Yields the product crude product, C[C@@H]1[C@H](C2(CCCC2)C=CC1)C(=O)OC (rel-(6R,7S)-methyl 7-methylspiro[4.5]dec-9-ene-6-carboxylate), C[C@@H]1[C@@H](C2(CCCC2)C=CC1)C(=O)OC (rel-(6S,7S)-methyl 7-methylspiro[4.5]dec-9-ene-6-carboxylate). Yield: 35.0%. As a reaction SMILES: [CH3:1][CH:2]1[CH2:11][CH:10]=[CH:9][C:4]2([CH2:8][CH2:7][CH2:6][CH2:5]2)[CH:3]1[C:12]([OH:14])=[O:13].[C:15]([O-])([O-])=O.[K+].[K+].CI.Cl>CN(C=O)C>[CH3:1][C@H:2]1[CH2:11][CH:10]=[CH:9][C:4]2([CH2:5][CH2:6][CH2:7][CH2:8]2)[C@@H:3]1[C:12]([O:14][CH3:15])=[O:13].[CH3:1][C@H:2]1[CH2:11][CH:10]=[CH:9][C:4]2([CH2:5][CH2:6][CH2:7][CH2:8]2)[C@H:3]1[C:12]([O:14][CH3:15])=[O:13] |f:1.2.3|. Procedure: At 5° C., a solution of 7-methylspiro[4.5]dec-9-ene-6-carboxylic acid (1.4 g, 7.2 mmol) in DMF was treated with K2CO3 (1.1 g, 7.9 mmol). The resulting mixture was stirred for 30 min., treated with methyl iodide (0.67 ml, 10.8 mmol), stirred at 20° C. for 2 h, poured into cold 2N aqueous HCl (20 ml), and extracted twice with hexane (70 ml). The combined organic phases were washed with water (50 ml), with a saturated aqueous solution of NaCl (50 ml), dried (MgSO4), and concentrated. FC (170 g SiO2... The reactants are C(=O)(OC(C)(C)C)N1CCC(CC1)C(=O)O (N-Boc-piperidine-4-carboxylic acid), C(=O)(N1C=NC=C1)N1C=NC=C1 (1,1'-carbonyldiimidazole), Cl.NC1CC2=C(C=3NC(C(NC3C=C2)=O)=O)C1 (8-amino-4,7,8,9-tetrahydro-1H-cyclopenta[f]quinoxaline-2,3-dione hydrochloride). Solvent: O1CCCC1 (tetrahydrofuran). Conditions: temperature 80 celsius. Yields the product C(C)(C)(C)OC(=O)N1CCC(CC1)C(NC1CC2=C(C=3NC(C(NC3C=C2)=O)=O)C1)=O (4-(2,3-dioxo-2,3,4,7,8,9-hexahydro-1H-cyclopenta[f]quinoxalin-8-ylcarbamoyl)-piperidine-1-carboxylic acid tert-butyl ester). Isolated yield 70.0%. RXN SMILES: [C:1]([N:8]1[CH2:13][CH2:12][CH:11]([C:14]([OH:16])=O)[CH2:10][CH2:9]1)([O:3][C:4]([CH3:7])([CH3:6])[CH3:5])=[O:2].C(N1C=CN=C1)(N1C=CN=C1)=O.Cl.[NH2:30][CH:31]1[CH2:45][C:34]2[C:35]3[NH:36][C:37](=[O:44])[C:38](=[O:43])[NH:39][C:40]=3[CH:41]=[CH:42][C:33]=2[CH2:32]1>O1CCCC1>[C:4]([O:3][C:1]([N:8]1[CH2:9][CH2:10][CH:11]([C:14](=[O:16])[NH:30][CH:31]2[CH2:45][C:34]3[C:35]4[NH:36][C:37](=[O:44])[C:38](=[O:43])[NH:39][C:40]=4[CH:41]=[CH:42][C:33]=3[CH2:32]2)[CH2:12][CH2:13]1)=[O:2])([CH3:5])([CH3:6])[CH3:7] |f:2.3|. Procedure details: A mixture of N-Boc-piperidine-4-carboxylic acid (0.23 g, 1 mmol) and 1,1'-carbonyldiimidazole (0.16 g, 1 mmol) in tetrahydrofuran (5 mL) was heated at 80° C. for 15 min. After cooling, it was added to a solution of 8-amino-4,7,8,9-tetrahydro-1H-cyclopenta[f]quinoxaline-2,3-dione hydrochloride (0.11 g, 0.5 mmol) and the mixture was heated at 70° C. for 2 days. After filtration to remove precipitate, the filtrate was evaporated and the residue suspended in water. The resulting solid was collected ... The reactants are ClC1=C2C(CNC2=CC=C1)(C)C (4-chloro-3,3-dimethyl-2,3-dihydro-1H-indole), Cl.CN(CCCN=C=NCC)C (N-[3-(dimethylamino)propyl]-N′-ethylcarbodiimide hydrochloride), N1(CCOCC1)C=1N=C(NC(C1)=O)CC(=O)[O-].[Na+] (sodium [4-(morpholin-4-yl)-6-oxo-1,6-dihydropyrimidin-2-yl]acetate), O (water). Solvent: CN(C=O)C (N,N-dimethylformamide), N1=CC=CC=C1 (pyridine). Conditions: time 16 hour. Product: ClC1=C2C(CN(C2=CC=C1)C(CC1=NC(=CC(N1)=O)N1CCOCC1)=O)(C)C (2-[2-(4-chloro-3,3-dimethyl-2,3-dihydro-1H-indol-1-yl)-2-oxoethyl]-6-(morpholin-4-yl)pyrimidin-4(3H)-one). Yield: 8.3%. RXN SMILES: [Cl:1][C:2]1[CH:10]=[CH:9][CH:8]=[C:7]2[C:3]=1[C:4]([CH3:12])([CH3:11])[CH2:5][NH:6]2.Cl.CN(C)CCCN=C=NCC.[N:25]1([C:31]2[N:32]=[C:33]([CH2:38][C:39]([O-])=[O:40])[NH:34][C:35](=[O:37])[CH:36]=2)[CH2:30][CH2:29][O:28][CH2:27][CH2:26]1.[Na+].O>CN(C)C=O.N1C=CC=CC=1>[Cl:1][C:2]1[CH:10]=[CH:9][CH:8]=[C:7]2[C:3]=1[C:4]([CH3:12])([CH3:11])[CH2:5][N:6]2[C:39](=[O:40])[CH2:38][C:33]1[NH:34][C:35](=[O:37])[CH:36]=[C:31]([N:25]2[CH2:26][CH2:27][O:28][CH2:29][CH2:30]2)[N:32]=1 |f:1.2,3.4|. Reported procedure: 130 mg of 4-chloro-3,3-dimethyl-2,3-dihydro-1H-indole [which can be prepared according to Tet. Let. (1987) (28), 5291-5294] and 220 mg of N-[3-(dimethylamino)propyl]-N′-ethylcarbodiimide hydrochloride are added to a solution of 187 mg of sodium [4-(morpholin-4-yl)-6-oxo-1,6-dihydropyrimidin-2-yl]acetate (obtained in step 2c of example 1c) in 3 ml of N,N-dimethylformamide and 3 ml of pyridine. The reaction mixture is stirred at ambient temperature for 16 hours and then 15 ml of water are added an...